This data is from the Open Reaction Database (ORD), a public repository of structured organic reaction records. The task is: describe an organic reaction: reactants, conditions, products, and yield Starting materials: CN(CCCN=C=NCC)C (1-(3-dimethylaminopropyl)-3-ethyl carbodiimide), CC=1N=C(SC1C(=O)O)C1=CC=C(C=C1)C(F)(F)F (4-methyl-2-[4-(trifluoromethyl)phenyl]-1,3-thiazole-5-carboxylic acid), C(C)OC(CNC1=C(C=CC(=C1)C1CNCCC1)C)=O ((2-Methyl-5-piperidin-3-yl-phenylamino)-acetic acid ethyl ester). Run in C(Cl)Cl (CH2Cl2). Run at time 24 hour. The product is C(C)OC(CNC1=C(C=CC(=C1)C1CN(CCC1)C(=O)C1=C(N=C(S1)C1=CC=C(C=C1)C(F)(F)F)C)C)=O ((2-methyl-5-{1-[4-methyl-2-(4-trifluoromethyl-phenyl)-thiazole-5-carbonyl]-piperidin-3-yl}-phenylamino)-acetic acid ethyl ester). Yield: 15.1%. Reaction SMILES: [CH2:1]([O:3][C:4](=[O:20])[CH2:5][NH:6][C:7]1[CH:12]=[C:11]([CH:13]2[CH2:18][CH2:17][CH2:16][NH:15][CH2:14]2)[CH:10]=[CH:9][C:8]=1[CH3:19])[CH3:2].CN(C)CCCN=C=NCC.[CH3:32][C:33]1[N:34]=[C:35]([C:41]2[CH:46]=[CH:45][C:44]([C:47]([F:50])([F:49])[F:48])=[CH:43][CH:42]=2)[S:36][C:37]=1[C:38](O)=[O:39]>C(Cl)Cl>[CH2:1]([O:3][C:4](=[O:20])[CH2:5][NH:6][C:7]1[CH:12]=[C:11]([CH:13]2[CH2:18][CH2:17][CH2:16][N:15]([C:38]([C:37]3[S:36][C:35]([C:41]4[CH:42]=[CH:43][C:44]([C:47]([F:50])([F:48])[F:49])=[CH:45][CH:46]=4)=[N:34][C:33]=3[CH3:32])=[O:39])[CH2:14]2)[CH:10]=[CH:9][C:8]=1[CH3:19])[CH3:2]. Procedure details: (2-Methyl-5-piperidin-3-yl-phenylamino)-acetic acid ethyl ester (Example 13-1; 63 mg, 0.23 mmol) was dissolved in 2 mL CH2Cl2 and 1-(3-dimethylaminopropyl)-3-ethyl carbodiimide (87 mg, 0.46 mmol) and 4-methyl-2-[4-(trifluoromethyl)phenyl]-1,3-thiazole-5-carboxylic acid (65 mg, 0.23 mmol) were added. The reaction was stirred at ambient temperature under nitrogen for 24 h. The reaction was flash chromatographed with 30% ethyl acetate/hexanes to yield 19 mg (15%) of the desired (2-methyl-5-{1-[4-me...